From a dataset of the Open Reaction Database (ORD), a public repository of structured organic reaction records. describe an organic reaction: reactants, conditions, products, and yield The reactants are CCCBr (n-propyl bromide), [Mg] (magnesium), Cl[SiH]1CCC(CC1)C1=CC=C(C=C1)C1=CC=C(C=C1)F (4'-(4-chloro-4-silacyclohexyl)-4-fluorobiphenyl). Reported procedure: 2.5 g (20 mmol) of n-propyl bromide was dripped into a mixture of 0.5 g of magnesium (21 mmol) and 50 ml of tetrahydrofuran (hereafter abbreviated as "THF") to obtain a Grignard's reagent. This solution was then dripped into a 50 ml THF solution of 6.1 g (20 mmol) of 4'-(4-chloro-4-silacyclohexyl)-4-fluorobiphenyl to obtain 4'-(trans-4-n-propyl-4-silacyclohexyl)-4-fluorobiphenyl. Solvent: O1CCCC1 (THF), O1CCCC1 (THF), O1CCCC1 (tetrahydrofuran). The product is C(CC)[Si@@H]1CC[C@H](CC1)C1=CC=C(C=C1)C1=CC=C(C=C1)F (4'-(trans-4-n-propyl-4-silacyclohexyl)-4-fluorobiphenyl). RXN SMILES: [CH3:1][CH2:2][CH2:3]Br.[Mg].Cl[SiH:7]1[CH2:12][CH2:11][CH:10]([C:13]2[CH:18]=[CH:17][C:16]([C:19]3[CH:24]=[CH:23][C:22]([F:25])=[CH:21][CH:20]=3)=[CH:15][CH:14]=2)[CH2:9][CH2:8]1>O1CCCC1>[CH2:3]([Si@H:7]1[CH2:12][CH2:11][C@H:10]([C:13]2[CH:18]=[CH:17][C:16]([C:19]3[CH:20]=[CH:21][C:22]([F:25])=[CH:23][CH:24]=3)=[CH:15][CH:14]=2)[CH2:9][CH2:8]1)[CH2:2][CH3:1]. Isolated yield 91.0%. Starting materials: CC(=O)OC(C)=O, CC(=O)O, Nc1cc(F)cc2c1OCCC21SC(=O)NC1=O. Product: CC(=O)Nc1cc(F)cc2c1OCCC21SC(=O)NC1=O. As a reaction SMILES: [C:23]([O:24][C:25](=[O:26])[CH3:27])(=[O:28])[CH3:29].[CH3:19][C:20]([OH:21])=[O:22].[F:1][c:2]1[cH:3][c:4]([NH2:18])[c:5]2[c:6]([cH:17]1)[C:7]1([CH2:8][CH2:9][O:10]2)[C:11](=[O:16])[NH:12][C:13](=[O:15])[S:14]1>>[F:1][c:2]1[cH:3][c:4]([NH:18][C:20]([CH3:19])=[O:21])[c:5]2[c:6]([cH:17]1)[C:7]1([CH2:8][CH2:9][O:10]2)[C:11](=[O:16])[NH:12][C:13](=[O:15])[S:14]1. Run at time 8 hour. Solvent: C(Cl)Cl (DCM). Reported procedure: To a solution of tert-butyl 9-((5-methyl-2-((1-methyl-1H-pyrazol-4-yl)amino)pyrimidin-4-yl)amino)-3-azaspiro[5.5]undecane-3-carboxylate (400 mg, 0.88 mmol) in DCM (20 mL) was added a solution of HCl in EtOAc (20 mL, 80 mmol). The reaction mixture was stirred at rt overnight and concentrated in vacuo. The residue was dissolved in water (50 mL) and adjusted to pH=10 with a saturated Na2CO3 aqueous solution, then extracted with DCM (200 mL×3). The combined organic phases were washed with brine (200... Product: CC=1C(=NC(=NC1)NC=1C=NN(C1)C)NC1CCC2(CCNCC2)CC1 (5-methyl-N2-(1-methyl-1H-pyrazol-4-yl)-N4-(3-azaspiro[5.5]undecan-9-yl)pyrimidine-2,4-diamine). Starting materials: CC=1C(=NC(=NC1)NC=1C=NN(C1)C)NC1CCC2(CCN(CC2)C(=O)OC(C)(C)C)CC1 (tert-butyl 9-((5-methyl-2-((1-methyl-1H-pyrazol-4-yl)amino)pyrimidin-4-yl)amino)-3-azaspiro[5.5]undecane-3-carboxylate), Cl (HCl), CCOC(=O)C (EtOAc). Isolated yield 32.0%. Reaction SMILES: [CH3:1][C:2]1[C:3]([NH:15][CH:16]2[CH2:33][CH2:32][C:19]3([CH2:24][CH2:23][N:22](C(OC(C)(C)C)=O)[CH2:21][CH2:20]3)[CH2:18][CH2:17]2)=[N:4][C:5]([NH:8][C:9]2[CH:10]=[N:11][N:12]([CH3:14])[CH:13]=2)=[N:6][CH:7]=1.Cl.CCOC(C)=O>C(Cl)Cl>[CH3:1][C:2]1[C:3]([NH:15][CH:16]2[CH2:33][CH2:32][C:19]3([CH2:24][CH2:23][NH:22][CH2:21][CH2:20]3)[CH2:18][CH2:17]2)=[N:4][C:5]([NH:8][C:9]2[CH:10]=[N:11][N:12]([CH3:14])[CH:13]=2)=[N:6][CH:7]=1. The reactants are CC1CC(=O)NN=C1c1ccc(OCCCN2C(=O)c3ccccc3C2=O)cc1, CO, CCO, ClC(Cl)Cl, NN, NN, O=C1NC(=O)c2ccccc21, O. Product: CC1CC(=O)NN=C1c1ccc(OCCCN)cc1. Reaction SMILES: [C:1]1(=[O:2])[N:5]([CH2:6][CH2:7][CH2:8][O:9][c:10]2[cH:11][cH:12][c:13]([C:16]3=[N:21][NH:20][C:19](=[O:22])[CH2:18][CH:17]3[CH3:23])[cH:14][cH:15]2)[C:3](=[O:4])[c:24]2[cH:25][cH:26][cH:27][cH:28][c:29]21.[CH3:46][OH:47].[CH3:52][CH2:53][OH:54].[Cl:48][CH:49]([Cl:50])[Cl:51].[NH2:31][NH2:32].[NH2:44][NH2:45].[O:33]=[C:34]1[c:35]2[c:36]([cH:37][cH:38][cH:39][cH:40]2)[C:41](=[O:42])[NH:43]1.[OH2:30]>>[NH2:5][CH2:6][CH2:7][CH2:8][O:9][c:10]1[cH:11][cH:12][c:13]([C:16]2=[N:21][NH:20][C:19](=[O:22])[CH2:18][CH:17]2[CH3:23])[cH:14][cH:15]1. Reaction SMILES: [Cl:1][C:2]1[CH:18]=[CH:17][C:5]([C:6]([C:8]2[CH:13]=[CH:12][C:11]([CH2:14][S:15][CH3:16])=[CH:10][CH:9]=2)=O)=[CH:4][CH:3]=1.[C:19]([O:23][CH2:24][CH3:25])(=[O:22])[NH:20][NH2:21]>C1(C)C=CC(S([O-])(=O)=O)=CC=1.[NH+]1C=CC=CC=1.C(O)C>[CH2:24]([O:23][C:19]([NH:20][N:21]=[C:6]([C:8]1[CH:13]=[CH:12][C:11]([CH2:14][S:15][CH3:16])=[CH:10][CH:9]=1)[C:5]1[CH:17]=[CH:18][C:2]([Cl:1])=[CH:3][CH:4]=1)=[O:22])[CH3:25] |f:2.3|. Reported procedure: An ethanol solution (100 ml) of 4-chloro-4'-methylmercaptomethylbenzophenone (8.3 g), ethyl carbazate (10 g) and pyridinium p-toluenesulfonate (0.1 g) was heated for 16 hours with refluxing. After cooling to a room temperature, the reaction mixture was poured into ice water, and then the precipitated crystals were collected by filtration, and washed with water. After air-drying, 4-chloro-4'-methylmercaptomethylbenzophenone ethoxycarbonylhydrazone (9.4 g) was obtained as an isomer mixture. The reagents and catalysts are C1(=CC=C(C=C1)S(=O)(=O)[O-])C.[NH+]1=CC=CC=C1 (pyridinium p-toluenesulfonate). The product is C(C)OC(=O)NN=C(C1=CC=C(C=C1)Cl)C1=CC=C(C=C1)CSC (4-chloro-4'-methylmercaptomethylbenzophenone ethoxycarbonylhydrazone). Solvent: C(C)O (ethanol). Starting materials: ClC1=CC=C(C(=O)C2=CC=C(C=C2)CSC)C=C1 (4-chloro-4'-methylmercaptomethylbenzophenone), C(NN)(=O)OCC (ethyl carbazate), ice water. Yield: 86.4%. Reactants: C(C(C)C)N1C(N(C(C=2C1=C(NC2)C)=O)C)=O (1-isobutyl-3,7-dimethyl-1H-pyrrolo[3,4-d]pyrimidine-2,4(3H,6H)-dione), ClCC1=CC=C(C=C1)OC (1-(chloromethyl)-4-methoxybenzene), C([O-])([O-])=O.[Cs+].[Cs+] (cesium carbonate). Solvent: CN(C)C=O (DMF), O (water). Run at time 8 hour. Product: C(C(C)C)N1C(N(C(C=2C1=C(N(C2)CC2=CC=C(C=C2)OC)C)=O)C)=O (1-isobutyl-6-(4-methoxybenzyl)-3,7-dimethyl-1H-pyrrolo[3,4-d]pyrimidine-2,4(3H,6H)-dione). The yield is 93.8%. RXN SMILES: [CH2:1]([N:5]1[C:10]2=[C:11]([CH3:14])[NH:12][CH:13]=[C:9]2[C:8](=[O:15])[N:7]([CH3:16])[C:6]1=[O:17])[CH:2]([CH3:4])[CH3:3].Cl[CH2:19][C:20]1[CH:25]=[CH:24][C:23]([O:26][CH3:27])=[CH:22][CH:21]=1.C(=O)([O-])[O-].[Cs+].[Cs+]>CN(C=O)C.O>[CH2:1]([N:5]1[C:10]2=[C:11]([CH3:14])[N:12]([CH2:19][C:20]3[CH:25]=[CH:24][C:23]([O:26][CH3:27])=[CH:22][CH:21]=3)[CH:13]=[C:9]2[C:8](=[O:15])[N:7]([CH3:16])[C:6]1=[O:17])[CH:2]([CH3:4])[CH3:3] |f:2.3.4|. Reported procedure: A suspension of 1-isobutyl-3,7-dimethyl-1H-pyrrolo[3,4-d]pyrimidine-2,4(3H,6H)-dione (78 mg, 0.33 mmol), 1-(chloromethyl)-4-methoxybenzene (88 μL, 0.63 mmol) and cesium carbonate (344 mg, 1.06 mmol) in anhydrous DMF is stirred at room temperature overnight. The mixture is diluted with 30 mL of water, and then extracted with CH2Cl2 three times. The combined organic phase is washed with brine, and then dried with anhydrous Na2SO4. After filtration, the filtrate is concentrated under vacuum. The re...